From a dataset of the Open Reaction Database (ORD), a public repository of structured organic reaction records. describe an organic reaction: reactants, conditions, products, and yield Starting materials: CCO, CC(=O)CN(C(=O)Cc1ccccc1F)C(C)(C)c1cc(Cl)cc(Cl)c1, [Na+], [OH-]. Yields the product CC1=C(c2ccccc2F)C(=O)N(C(C)(C)c2cc(Cl)cc(Cl)c2)C1. RXN SMILES: [CH3:29][CH2:30][OH:31].[Cl:1][c:2]1[cH:3][c:4]([C:5]([CH3:6])([CH3:7])[N:8]([C:9]([CH2:10][c:11]2[c:12]([F:17])[cH:13][cH:14][cH:15][cH:16]2)=[O:18])[CH2:19][C:20]([CH3:21])=[O:22])[cH:23][c:24]([Cl:26])[cH:25]1.[Na+:28].[OH-:27]>>[Cl:1][c:2]1[cH:3][c:4]([C:5]([CH3:6])([CH3:7])[N:8]2[C:9](=[O:18])[C:10]([c:11]3[c:12]([F:17])[cH:13][cH:14][cH:15][cH:16]3)=[C:20]([CH3:21])[CH2:19]2)[cH:23][c:24]([Cl:26])[cH:25]1. Reactants: FC=1C=CC(=C(C1)B(O)O)O[C@@H](C)CC=C ((S)-(5-fluoro-2-(pent-4-en-2-yloxy)phenyl)boronic acid), C(C=C)OC1(CCN(CC1)C1=C(C(=CC=2N1C=C(N2)C2=CC(=CC=C2)Br)C)[C@@H](C(=O)OC)OC(C)(C)C)C ((S)-methyl 2-(5-(4-(allyloxy)-4-methylpiperidin-1-yl)-2-(3-bromophenyl)-7-methylimidazo[1,2-a]pyridin-6-yl)-2-(tert-butoxy)acetate), C(C=C)OC1(CCN(CC1)C1=C(C(=CC=2N1C=C(N2)C=2C=C(C=CC2)C2=C(C=C(C=C2)F)O[C@@H](C)CC=C)C)[C@@H](C(=O)OC)OC(C)(C)C)C ((S)-methyl 2-(5-(4-(allyloxy)-4-methylpiperidin-1-yl)-2-(4′-fluoro-2′-((S)-pent-4-en-2-yloxy)-[1,1′-biphenyl]-3-yl)-7-methylimidazo[1,2-a]pyridin-6-yl)-2-(tert-butoxy)acetate). Reaction SMILES: [F:1][C:2]1[CH:3]=[CH:4][C:5]([O:11][C@H:12]([CH2:14][CH:15]=[CH2:16])[CH3:13])=[C:6](B(O)O)[CH:7]=1.[CH2:17]([O:20][C:21]1([CH3:54])[CH2:26][CH2:25][N:24]([C:27]2[N:32]3[CH:33]=[C:34]([C:36]4[CH:41]=[CH:40][CH:39]=[C:38](Br)[CH:37]=4)[N:35]=[C:31]3[CH:30]=[C:29]([CH3:43])[C:28]=2[C@H:44]([O:49][C:50]([CH3:53])([CH3:52])[CH3:51])[C:45]([O:47][CH3:48])=[O:46])[CH2:23][CH2:22]1)[CH:18]=[CH2:19].C(OC1(C)CCN(C2N3C=C(C4C=C(C5C=CC(F)=CC=5O[C@H](CC=C)C)C=CC=4)N=C3C=C(C)C=2[C@H](OC(C)(C)C)C(OC)=O)CC1)C=C>>[CH2:17]([O:20][C:21]1([CH3:54])[CH2:22][CH2:23][N:24]([C:27]2[N:32]3[CH:33]=[C:34]([C:36]4[CH:37]=[C:38]([C:6]5[CH:7]=[C:2]([F:1])[CH:3]=[CH:4][C:5]=5[O:11][C@H:12]([CH2:14][CH:15]=[CH2:16])[CH3:13])[CH:39]=[CH:40][CH:41]=4)[N:35]=[C:31]3[CH:30]=[C:29]([CH3:43])[C:28]=2[C@H:44]([O:49][C:50]([CH3:53])([CH3:52])[CH3:51])[C:45]([O:47][CH3:48])=[O:46])[CH2:25][CH2:26]1)[CH:18]=[CH2:19]. Yields the product C(C=C)OC1(CCN(CC1)C1=C(C(=CC=2N1C=C(N2)C=2C=C(C=CC2)C2=C(C=CC(=C2)F)O[C@@H](C)CC=C)C)[C@@H](C(=O)OC)OC(C)(C)C)C (Methyl(S)-2-(5-(4-(allyloxy)-4-methylpiperidin-1-yl)-2-(5′-fluoro-2′-((S)-pent-4-en-2-yloxy)-[1,1′-biphenyl]-3-yl)-7-methylimidazo[1,2-a]pyridin-6-yl)-2-(tert-butoxy)acetate). The yield is 82.0%. Procedure: Prepared in 82% yield from (S)-(5-fluoro-2-(pent-4-en-2-yloxy)phenyl)boronic acid and (S)-methyl 2-(5-(4-(allyloxy)-4-methylpiperidin-1-yl)-2-(3-bromophenyl)-7-methylimidazo[1,2-a]pyridin-6-yl)-2-(tert-butoxy)acetate following the procedure for (S)-methyl 2-(5-(4-(allyloxy)-4-methylpiperidin-1-yl)-2-(4′-fluoro-2′-((S)-pent-4-en-2-yloxy)-[1,1′-biphenyl]-3-yl)-7-methylimidazo[1,2-a]pyridin-6-yl)-2-(tert-butoxy)acetate. LCMS (ESI, M+1): 684.4. Reactants: C1(CC1)N(C(C1=CC=C(C=C1)C1=CN=CO1)=O)C1C(CNCC1)C (N-cyclopropyl-N-(3-methyl-piperidin-4-yl)-4-oxazol-5-yl-benzamide), ClC1=NC(=NO1)C1=CC=CC=C1 (5-chloro-3-phenyl-[1,2,4]oxadiazole). Solvent: CN1C(CCC1)=O (N-methylpyrrolidinone). Product: C1(CC1)N(C(C1=CC=C(C=C1)C1=CN=CO1)=O)C1C(CN(CC1)C1=NC(=NO1)C1=CC=CC=C1)C (N-Cyclopropyl-N-[3-methyl-1-(3-phenyl-[1,2,4]oxadiazol-5-yl)-piperidin-4-yl]-4-oxazol-5-yl-benzamide). RXN SMILES: [CH:1]1([N:4]([CH:18]2[CH2:23][CH2:22][NH:21][CH2:20][CH:19]2[CH3:24])[C:5](=[O:17])[C:6]2[CH:11]=[CH:10][C:9]([C:12]3[O:16][CH:15]=[N:14][CH:13]=3)=[CH:8][CH:7]=2)[CH2:3][CH2:2]1.Cl[C:26]1[O:30][N:29]=[C:28]([C:31]2[CH:36]=[CH:35][CH:34]=[CH:33][CH:32]=2)[N:27]=1>CN1CCCC1=O>[CH:1]1([N:4]([CH:18]2[CH2:23][CH2:22][N:21]([C:26]3[O:30][N:29]=[C:28]([C:31]4[CH:36]=[CH:35][CH:34]=[CH:33][CH:32]=4)[N:27]=3)[CH2:20][CH:19]2[CH3:24])[C:5](=[O:17])[C:6]2[CH:7]=[CH:8][C:9]([C:12]3[O:16][CH:15]=[N:14][CH:13]=3)=[CH:10][CH:11]=2)[CH2:3][CH2:2]1. Procedure: The title compound is prepared from N-cyclopropyl-N-(3-methyl-piperidin-4-yl)-4-oxazol-5-yl-benzamide and 5-chloro-3-phenyl-[1,2,4]oxadiazole following a procedure analogous to that described in Example 19 using N-methylpyrrolidinone as solvent. LC (method 3): tR=2.01 min; Mass spectrum (ESI+): m/z=470 [M+H]+. Reactants: FC(C1=CC(=NN1)N)(F)F (5-(trifluoromethyl)-1H-pyrazol-3-amine), ClC1=NC=C(C(=N1)Cl)Cl (2,4,5-trichloropyrimidine), C([O-])([O-])=O.[Na+].[Na+] (sodium carbonate), ClC1=NC=C(C(=N1)Cl)Cl (2,4,5-trichloropyrimidine), C([O-])([O-])=O.[Na+].[Na+] (sodium carbonate). Run in CCO (EtOH). Reaction conditions: time 1 day. Yields the product ClC1=NC=C(C(=N1)NC1=NNC(=C1)C(F)(F)F)Cl (2,5-Dichloro-N-(5-(trifluoromethyl)-1H-pyrazol-3-yl)pyrimidin-4-amine). RXN SMILES: [F:1][C:2]([F:10])([F:9])[C:3]1[NH:7][N:6]=[C:5]([NH2:8])[CH:4]=1.[Cl:11][C:12]1[N:17]=[C:16](Cl)[C:15]([Cl:19])=[CH:14][N:13]=1.C(=O)([O-])[O-].[Na+].[Na+]>CCO>[Cl:11][C:12]1[N:17]=[C:16]([NH:8][C:5]2[CH:4]=[C:3]([C:2]([F:10])([F:9])[F:1])[NH:7][N:6]=2)[C:15]([Cl:19])=[CH:14][N:13]=1 |f:2.3.4|. Procedure: A mixture of 5-(trifluoromethyl)-1H-pyrazol-3-amine (500 mg, 3.3 mmol), 2,4,5-trichloropyrimidine (607 mg, 3.3 mmol) and sodium carbonate (525 mg, 5 mmol) in anhydrous EtOH (10 mL) was stirred at rt. After one day, LCMS showed the reaction was not complete. Additional 2,4,5-trichloropyrimidine (0.15 mL) and sodium carbonate (525 mg) were added and the reaction continued for two more days. The solvent was evaporated, and the residue was extracted with DCM (3×20 mL). The combined DCM layers were w... The reactants are CS(=O)(=O)OCC=1C(=NSC1C(F)(F)F)C1=CC=C(C=C1)CC ((3-(4-ethylphenyl)-5-(trifluoromethyl)isothiazol-4-yl)methyl methanesulfonate), FC=1C=C(C=C(C1O)F)CC(C(=O)OCC)C (ethyl 3-(3,5-difluoro-4-hydroxyphenyl)-2-methylpropanoate). The product is C(C)C1=CC=C(C=C1)C1=NSC(=C1COC1=C(C=C(C=C1F)CC(C(=O)O)C)F)C(F)(F)F (3-(4-[[3-(4-ethylphenyl)-5-(trifluoromethyl)-1,2-thiazol-4-yl]methoxy]-3,5-difluorophenyl)-2-methylpropanoic acid). Reaction SMILES: CS([O:5][CH2:6][C:7]1[C:8]([C:16]2[CH:21]=[CH:20][C:19]([CH2:22][CH3:23])=[CH:18][CH:17]=2)=[N:9][S:10][C:11]=1[C:12]([F:15])([F:14])[F:13])(=O)=O.[F:24][C:25]1[CH:26]=[C:27]([CH2:33][CH:34]([CH3:40])[C:35]([O:37]CC)=[O:36])[CH:28]=[C:29]([F:32])[C:30]=1O>>[CH2:22]([C:19]1[CH:20]=[CH:21][C:16]([C:8]2[C:7]([CH2:6][O:5][C:30]3[C:29]([F:32])=[CH:28][C:27]([CH2:33][CH:34]([CH3:40])[C:35]([OH:37])=[O:36])=[CH:26][C:25]=3[F:24])=[C:11]([C:12]([F:15])([F:14])[F:13])[S:10][N:9]=2)=[CH:17][CH:18]=1)[CH3:23]. Procedure details: The title compound was prepared according to the procedure described in Example 1 starting following Step 5 and 6 coupling (3-(4-ethylphenyl)-5-(trifluoromethyl)isothiazol-4-yl)methyl methanesulfonate and ethyl 3-(3,5-difluoro-4-hydroxyphenyl)-2-methylpropanoate followed by hydrolysis to afford the desired product as an off-white solid. 1H NMR (400 MHz, CD3OD) δ 7.69 (d, J=8.0 Hz, 2H), 7.35 (d, J=8.0 Hz, 2H), 6.82-6.88 (m, 2H), 5.19 (s, 2H), 2.89-2.97 (m, 1H), 2.75 (q, J=7.6 Hz, 2H), 2.58-2.65 (... Reactants: C=O, O=CO, O, c1cncc(N2CCCNCC2)c1. Yields the product CN1CCCN(c2cccnc2)CC1. As a reaction SMILES: [CH2:17]=[O:18].[CH:14]([OH:15])=[O:16].[OH2:19].[n:1]1[cH:2][c:3]([N:7]2[CH2:8][CH2:9][NH:10][CH2:11][CH2:12][CH2:13]2)[cH:4][cH:5][cH:6]1>>[n:1]1[cH:2][c:3]([N:7]2[CH2:8][CH2:9][N:10]([CH3:14])[CH2:11][CH2:12][CH2:13]2)[cH:4][cH:5][cH:6]1. Starting materials: Cl.Cl.ClC=1C(=C(C(=C(C1)C(C)N1N=C(C=2C1=NC=NC2N)C)OC)C2CCNCC2)C (1-[1-(5-chloro-2-methoxy-4-methyl-3-piperidin-4-ylphenyl)ethyl]-3-methyl-1H-pyrazolo[3,4-d]pyrimidin-4-amine dihydrochloride), C=O (formaldehyde). The product is ClC=1C(=C(C(=C(C1)C(C)N1N=C(C=2C1=NC=NC2N)C)OC)C2CCN(CC2)C)C (1-{1-[5-Chloro-2-methoxy-4-methyl-3-(1-methylpiperidin-4-yl)phenyl]ethyl}-3-methyl-1H-pyrazolo[3,4-d]pyrimidin-4-amine). Reaction SMILES: Cl.Cl.[Cl:3][C:4]1[C:5]([CH3:31])=[C:6]([CH:25]2[CH2:30][CH2:29][NH:28][CH2:27][CH2:26]2)[C:7]([O:23][CH3:24])=[C:8]([CH:10]([N:12]2[C:16]3=[N:17][CH:18]=[N:19][C:20]([NH2:21])=[C:15]3[C:14]([CH3:22])=[N:13]2)[CH3:11])[CH:9]=1.[CH2:32]=O>>[Cl:3][C:4]1[C:5]([CH3:31])=[C:6]([CH:25]2[CH2:26][CH2:27][N:28]([CH3:32])[CH2:29][CH2:30]2)[C:7]([O:23][CH3:24])=[C:8]([CH:10]([N:12]2[C:16]3=[N:17][CH:18]=[N:19][C:20]([NH2:21])=[C:15]3[C:14]([CH3:22])=[N:13]2)[CH3:11])[CH:9]=1 |f:0.1.2|. Reported procedure: This compound was prepared according to the procedure of Example 139 step 7, using of 1-[1-(5-chloro-2-methoxy-4-methyl-3-piperidin-4-ylphenyl)ethyl]-3-methyl-1H-pyrazolo[3,4-d]pyrimidin-4-amine dihydrochloride and formaldehyde as the starting materials. The product was isolated as a racemic mixture. LCMS calculated for C22H30ClN6O (M+H)+: m/z=429.2; Found: 429.1. The reactants are O[C@H]1[C@@H](O[C@@H]([C@H]1O)COC)N1C2=NC(=NC(=C2N=C1)NCC(C1=CC=CC=C1)C1=CC=CC=C1)CC#N (2-{9-[(2R,3R,4S,5R)-3,4-dihydroxy-5-(methoxymethyl)tetrahydro-2-furanyl]-6-[(2,2-diphenylethyl)amino]-9H-purin-2-yl}acetonitrile), solution, [OH-].[Na+] (sodium hydroxide), CO (methanol). Product: O[C@H]1[C@@H](O[C@@H]([C@H]1O)COC)N1C2=NC(=NC(=C2N=C1)NCC(C1=CC=CC=C1)C1=CC=CC=C1)CC(=O)O (2-{9-[(2R,3R,4S,5R)-3,4-Dihydroxy-5-(methoxymethyl)tetrahydro-2-furanyl]-6-[(2,2-diphenylethyl)amino]-9H-purin-2-yl}acetic acid). Reaction SMILES: [OH:1][C@@H:2]1[C@H:6]([OH:7])[C@@H:5]([CH2:8][O:9][CH3:10])[O:4][C@H:3]1[N:11]1[CH:19]=[N:18][C:17]2[C:12]1=[N:13][C:14]([CH2:35][C:36]#N)=[N:15][C:16]=2[NH:20][CH2:21][CH:22]([C:29]1[CH:34]=[CH:33][CH:32]=[CH:31][CH:30]=1)[C:23]1[CH:28]=[CH:27][CH:26]=[CH:25][CH:24]=1.[OH-:38].[Na+].C[OH:41]>>[OH:1][C@@H:2]1[C@H:6]([OH:7])[C@@H:5]([CH2:8][O:9][CH3:10])[O:4][C@H:3]1[N:11]1[CH:19]=[N:18][C:17]2[C:12]1=[N:13][C:14]([CH2:35][C:36]([OH:41])=[O:38])=[N:15][C:16]=2[NH:20][CH2:21][CH:22]([C:23]1[CH:24]=[CH:25][CH:26]=[CH:27][CH:28]=1)[C:29]1[CH:30]=[CH:31][CH:32]=[CH:33][CH:34]=1 |f:1.2|. Procedure details: A stirred solution of 2-{9-[(2R,3R,4S,5R)-3,4-dihydroxy-5-(methoxymethyl)tetrahydro-2-furanyl]-6-[(2,2-diphenylethyl)amino]-9H-purin-2-yl}acetonitrile (preparation 30) (1.5 g, 3 mmol) in methanol (30 ml) and an aqueous 1 molar solution of sodium hydroxide (10 ml) was heated at reflux for 24 hr. The methanol was then removed under reduced pressure and the residual liquid diluted with more water and washed twice with ethyl acetate. The aqueous phase was acidified to pH<7 with a 1 molar aqueous cit...